This data is from the Open Reaction Database (ORD), a public repository of structured organic reaction records. The task is: describe an organic reaction: reactants, conditions, products, and yield Starting materials: ClC1=C(C=CC(=C1)Cl)C1=CC=2N(C(N1)=O)N=C(N2)C2CCN(CC2)C(=O)OC(C)(C)C (tert-Butyl 4-[7-(2,4-dichlorophenyl)-5-oxo-5,6-dihydro[1,2,4]triazolo[1,5-c]pyrimidin-2-yl]-piperidine-1-carboxylate), Cl (hydrogen chloride). The solvent is O1CCOCC1 (dioxane). Conditions: time 2 minute. Yields the product Cl.ClC1=C(C=CC(=C1)Cl)C1=CC=2N(C(N1)=O)N=C(N2)C2CCNCC2 (7-(2,4-Dichlorophenyl)-2-(piperidin-4-yl)[1,2,4]triazolo[1,5-c]pyrimidin-5(6H)-one hydrochloride). Reaction SMILES: [Cl:1][C:2]1[CH:7]=[C:6]([Cl:8])[CH:5]=[CH:4][C:3]=1[C:9]1[NH:14][C:13](=[O:15])[N:12]2[N:16]=[C:17]([CH:19]3[CH2:24][CH2:23][N:22](C(OC(C)(C)C)=O)[CH2:21][CH2:20]3)[N:18]=[C:11]2[CH:10]=1.Cl>O1CCOCC1>[ClH:1].[Cl:1][C:2]1[CH:7]=[C:6]([Cl:8])[CH:5]=[CH:4][C:3]=1[C:9]1[NH:14][C:13](=[O:15])[N:12]2[N:16]=[C:17]([CH:19]3[CH2:24][CH2:23][NH:22][CH2:21][CH2:20]3)[N:18]=[C:11]2[CH:10]=1 |f:3.4|. Reported procedure: 8.47 g (18.2 mmol) of tert-butyl 4-[7-(2,4-dichlorophenyl)-5-oxo-5,6-dihydro[1,2,4]triazolo[1,5-c]-pyrimidin-2-yl]piperidine-1-carboxylate (Example 42A) and hydrogen chloride in dioxane (4M, 90 ml) were stirred at RT for 3 h, the solvent was then concentrated to half of its original volume, diethyl ether (50 ml) was added and the reaction mixture was stirred for another 2 min. The solid was filtered off and dried. This gave 7.22 g (99% of theory) of the product. The reactants are COC1=CC=C(C=C1)N(C1=CC=2C(C3=CC(=CC=C3C2C=C1)C=1SC2=C(N1)C=CC=C2)(CC)CC)C2=CC=C(C=C2)OC (N,N-di(4-methoxyphenyl)-7-(benzothiazol-2-yl)-9,9-diethyl-fluoren-2-amine), NC1=C(C=CC=C1)S (2-aminothiophenol), C([O-])([O-])=O.[K+].[K+] (potassium carbonate), CN1C(CCC1)=O (1-methylpyrrolidine-2-one), crude product. Solvent: C(C)(=O)O.O (acetic-acid water), O (water), C(C)(=O)O (acetic acid), C1(=CC=CC=C1)C (toluene). Conditions: temperature 195 celsius, time 6 hour. Yields the product OC1=CC=C(C=C1)N(C1=CC=2C(C3=CC(=CC=C3C2C=C1)C=1SC2=C(N1)C=CC=C2)(CC)CC)C2=CC=C(C=C2)O (N,N-Di(4-hydroxyphenyl)-7-(benzothiazol-2-yl)-9,9-diethyl-fluoren-2-amine). The yield is 97.0%. Reaction SMILES: C[O:2][C:3]1[CH:8]=[CH:7][C:6]([N:9]([C:36]2[CH:41]=[CH:40][C:39]([O:42]C)=[CH:38][CH:37]=2)[C:10]2[CH:22]=[CH:21][C:20]3[C:19]4[C:14](=[CH:15][C:16]([C:23]5[S:24][C:25]6[CH:31]=[CH:30][CH:29]=[CH:28][C:26]=6[N:27]=5)=[CH:17][CH:18]=4)[C:13]([CH2:34][CH3:35])([CH2:32][CH3:33])[C:12]=3[CH:11]=2)=[CH:5][CH:4]=1.NC1C=CC=CC=1S.C(=O)([O-])[O-].[K+].[K+].CN1CCCC1=O>C1(C)C=CC=CC=1.C(O)(=O)C.O.O.C(O)(=O)C>[OH:2][C:3]1[CH:8]=[CH:7][C:6]([N:9]([C:36]2[CH:37]=[CH:38][C:39]([OH:42])=[CH:40][CH:41]=2)[C:10]2[CH:22]=[CH:21][C:20]3[C:19]4[C:14](=[CH:15][C:16]([C:23]5[S:24][C:25]6[CH:31]=[CH:30][CH:29]=[CH:28][C:26]=6[N:27]=5)=[CH:17][CH:18]=4)[C:13]([CH2:32][CH3:33])([CH2:34][CH3:35])[C:12]=3[CH:11]=2)=[CH:5][CH:4]=1 |f:2.3.4,7.8|. Procedure: A mixture of N,N-di(4-methoxyphenyl)-7-(benzothiazol-2-yl)-9,9-diethyl-fluoren-2-amine, (Example 9; 11.0 g, 18.9 mmol), 2-aminothiophenol (9.0 mL, 10.53 g, 84.0 mmol), potassium carbonate (0.58 g, 4.2 mmol) and 1-methylpyrrolidine-2-one (NMP, 50 mL) was heated to 195° C., and held at this temperature for 6 hours. After cooling, the mixture was poured into a mixture of acetic acid (100 mL) and water (750 mL). The separated solids were collected and reslurried in a mixture of ethanol (100 mL) and ... The reactants are C(C)(C)(C)OC(=O)NCC1=CC(=CC2=C1OC=C2)CC(C(=O)OCC)OC(C)C (ethyl 3-(7-[(tertiary butoxycarbonyl)amino]methylbenzo[b]furan-5-yl)-2-isopropoxypropionate), [H][H] (hydrogen). Reagents/catalysts: [C].[Pd] (palladium-carbon). Run in C(C)O (ethanol). The product is C(C)(C)(C)OC(=O)NCC1=CC(=CC2=C1OCC2)CC(C(=O)OCC)OC(C)C (ethyl 3-(7-[(tertiary butoxycarbonyl)amino]methyl-2,3-dihydrobenzo[b]furan-5-yl)-2-isopropoxypropionate). The yield is 92.6%. As a reaction SMILES: [C:1]([O:5][C:6]([NH:8][CH2:9][C:10]1[C:15]2[O:16][CH:17]=[CH:18][C:14]=2[CH:13]=[C:12]([CH2:19][CH:20]([O:26][CH:27]([CH3:29])[CH3:28])[C:21]([O:23][CH2:24][CH3:25])=[O:22])[CH:11]=1)=[O:7])([CH3:4])([CH3:3])[CH3:2].[H][H]>C(O)C.[C].[Pd]>[C:1]([O:5][C:6]([NH:8][CH2:9][C:10]1[C:15]2[O:16][CH2:17][CH2:18][C:14]=2[CH:13]=[C:12]([CH2:19][CH:20]([O:26][CH:27]([CH3:28])[CH3:29])[C:21]([O:23][CH2:24][CH3:25])=[O:22])[CH:11]=1)=[O:7])([CH3:4])([CH3:2])[CH3:3] |f:3.4|. Procedure details: 29 mg of ethyl 3-(7-[(tertiary butoxycarbonyl)amino]methylbenzo[b]furan-5-yl)-2-isopropoxypropionate was dissolved in ethanol, and 30 mg of 10% palladium-carbon was added, and the mixture was stirred at room temperature for 3 days in a hydrogen atmosphere. The reaction mixture was filtered through Celite, and the filtrate was concentrated, to give 27 mg of ethyl 3-(7-[(tertiary butoxycarbonyl)amino]methyl-2,3-dihydrobenzo[b]furan-5-yl)-2-isopropoxypropionate. The reactants are CN(C=O)C (Dimethylformamide), FC1=CC=C(C=C1)C1=C(N=CN1C(OCC)C)C1=CC=C(C=C1)SC (5-(4-fluorophenyl)-4-(4-methylthiophenyl)-1-(1-methyl-1-ethoxymethyl)-1H-imidazole), CN(CCN(C)C)C (tetramethylethylenediamine), C(CCC)[Li] (n-Butyllithium). Solvent: O1CCCC1 (tetrahydrofuran). Conditions: temperature -70 celsius, time 15 minute. Yields the product FC1=CC=C(C=C1)C1=C(N=C(N1)C=O)C1=CC=C(C=C1)SC (5-(4-fluorophenyl)-4-(4-methylthiophenyl)-1H-imidazole-2-carboxaldehyde). Yield: 80.0%. Reaction SMILES: [F:1][C:2]1[CH:7]=[CH:6][C:5]([C:8]2[N:12](C(C)OCC)[CH:11]=[N:10][C:9]=2[C:18]2[CH:23]=[CH:22][C:21]([S:24][CH3:25])=[CH:20][CH:19]=2)=[CH:4][CH:3]=1.CN(C)CCN(C)C.C([Li])CCC.CN(C)[CH:41]=[O:42]>O1CCCC1>[F:1][C:2]1[CH:3]=[CH:4][C:5]([C:8]2[NH:12][C:11]([CH:41]=[O:42])=[N:10][C:9]=2[C:18]2[CH:23]=[CH:22][C:21]([S:24][CH3:25])=[CH:20][CH:19]=2)=[CH:6][CH:7]=1. Reported procedure: A solution of the compound from step 2 (500 mg, 1.4 mmol) and tetramethylethylenediamine (TMEDA) (186 mg, 1.6 mmol) in tetrahydrofuran (8 ml) was cooled to -70° C. under an argon atmosphere. n-Butyllithium (1.2 ml of 1.6M solution in hexane, 1.9 mmol) was added and the solution stirred at -70° C. for 15 minutes. Dimethylformamide (DMF) (140 mg, 1.9 mmol) was added and the solution was warmed to 0° C. The reaction was quenched by the addition of saturated NaHCO3 solution (2 ml) and extracted with...